From a dataset of the Open Reaction Database (ORD), a public repository of structured organic reaction records. describe an organic reaction: reactants, conditions, products, and yield Reactants: C[O-].[Na+] (sodium methylate), COC(=O)C1(CCN(CC1)OC)NC(CC1=C(C=CC(=C1)C)C)=O (4-[2-(2,5-dimethyl-phenyl)-acetylamino]-1-methoxy-piperidine-4-carboxylic acid methyl ester). Solvent: CN(C)C=O (DMF), CN(C)C=O (DMF). Conditions: temperature 60 celsius, time 3 hour. Product: CC1=C(C=C(C=C1)C)C=1C(NC2(C1O)CCN(CC2)OC)=O (3-(2,5-dimethyl-phenyl)-4-hydroxy-8-methoxy-1,8-diaza-spiro[4.5]dec-3-en-2-one). RXN SMILES: C[O-].[Na+].C[O:5][C:6]([C:8]1([NH:16][C:17](=[O:27])[CH2:18][C:19]2[CH:24]=[C:23]([CH3:25])[CH:22]=[CH:21][C:20]=2[CH3:26])[CH2:13][CH2:12][N:11]([O:14][CH3:15])[CH2:10][CH2:9]1)=O>CN(C=O)C>[CH3:26][C:20]1[CH:21]=[CH:22][C:23]([CH3:25])=[CH:24][C:19]=1[C:18]1[C:17](=[O:27])[NH:16][C:8]2([CH2:9][CH2:10][N:11]([O:14][CH3:15])[CH2:12][CH2:13]2)[C:6]=1[OH:5] |f:0.1|. Procedure: To 0.82 g of sodium methylate in 20 ml of DMF a solution of 4-[2-(2,5-dimethyl-phenyl)-acetylamino]-1-methoxy-piperidine-4-carboxylic acid methyl ester in 10 ml DMF is added at a temperature of 60° C. After stirring for 3 h at 60° C. the reaction mixture is evaporated. The residue is diluted with 10 ml water, neutralized with 10% hydrochloric acid and extracted with ethyl acetate. The organic phase is dried over sodium sulfate, filtered and evaporated to give 3-(2,5-dimethyl-phenyl)-4-hydroxy-8-... Product: CC(C)Oc1ccc(C#N)cc1C1=CC2(CCC(CO)C2c2ccc(F)cc2)OC1. Starting materials: CC(C)Oc1ccc(C#N)cc1Br, C[Sn](C)(C)C1=CC2(CCC(CO)C2c2ccc(F)cc2)OC1. Reaction SMILES: [Br:1][c:2]1[cH:3][c:4]([C:5]#[N:6])[cH:7][cH:8][c:9]1[O:10][CH:11]([CH3:12])[CH3:13].[F:14][c:15]1[cH:16][cH:17][c:18]([CH:21]2[C:22]3([CH:23]=[C:24]([Sn:27]([CH3:28])([CH3:29])[CH3:30])[CH2:25][O:26]3)[CH2:31][CH2:32][CH:33]2[CH2:34][OH:35])[cH:19][cH:20]1>>[c:2]1([C:24]2=[CH:23][C:22]3([CH:21]([c:18]4[cH:17][cH:16][c:15]([F:14])[cH:20][cH:19]4)[CH:33]([CH2:34][OH:35])[CH2:32][CH2:31]3)[O:26][CH2:25]2)[cH:3][c:4]([C:5]#[N:6])[cH:7][cH:8][c:9]1[O:10][CH:11]([CH3:12])[CH3:13]. The reactants are COC=1C=C2C(=CNC2=CC1)C=1CCN(CC1)C (5-Methoxy-3-(1-methyl-1,2,3,6-tetrahydropyridin-4-yl)indole). Reagents/catalysts: [Pd] (palladium on carbon). The solvent is C(C)O.O1CCCC1.CO (ethanol tetrahydrofuran methanol). Run at time 96 hour. Product: COC=1C=C2C(=CNC2=CC1)C1CCN(CC1)C (5-Methoxy-3-(1-Methylpiperidin-4-yl)indole). Isolated yield 97.2%. As a reaction SMILES: [CH3:1][O:2][C:3]1[CH:4]=[C:5]2[C:9](=[CH:10][CH:11]=1)[NH:8][CH:7]=[C:6]2[C:12]1[CH2:13][CH2:14][N:15]([CH3:18])[CH2:16][CH:17]=1>C(O)C.O1CCCC1.CO.[Pd]>[CH3:1][O:2][C:3]1[CH:4]=[C:5]2[C:9](=[CH:10][CH:11]=1)[NH:8][CH:7]=[C:6]2[CH:12]1[CH2:13][CH2:14][N:15]([CH3:18])[CH2:16][CH2:17]1 |f:1.2.3|. Procedure: 5-Methoxy-3-(1-methyl-1,2,3,6-tetrahydropyridin-4-yl)indole (9.00 g, 37 mmol) was dissolved in 190 mL of ethanol/tetrahydrofuran/methanol (10:10:1). 10% palladium on carbon (2.2 g) was added, and the reaction mixture was hydrogenated at 40 p.s.i. in a Parr shaker for 96 hours. The mixture was filtered through celite, the catalyst was washed with ethanol, and the filtrate was concentrated in vacuo. The residue was chromatographed on silica gel (5-10% 2M ammonia-methanol/dichloromethane) to provid... The reactants are [Rh(COD)Cl]2, C(C)(=O)NC(C(=O)O)=CC1=CC=CC=C1 (α-acetamidocinnamic acid), [H][H] (hydrogen), C(C=1C(=CC=CC1)OC)P(CCP(C1=CC=CC=C1)CC=1C(=CC=CC1)OC)C1=CC=CC=C1 (1,2-bis(o-anisylphenylphosphino) ethane), CO (methanol). Solvent: C(C)(C)O (i-propanol). Conditions: temperature 25 celsius, time 15 minute. Yields the product C(C)(=O)N[C@@H](CC1=CC=CC=C1)C(=O)O (N-acetyl-L-phenylalanine). As a reaction SMILES: C(P(C1C=CC=CC=1)CCP(CC1C(OC)=CC=CC=1)C1C=CC=CC=1)C1C(OC)=CC=CC=1.CO.[C:37]([NH:40][C:41](=[CH:45][C:46]1[CH:51]=[CH:50][CH:49]=[CH:48][CH:47]=1)[C:42]([OH:44])=[O:43])(=[O:39])[CH3:38].[H][H]>C(O)(C)C>[C:37]([NH:40][C@H:41]([C:42]([OH:44])=[O:43])[CH2:45][C:46]1[CH:47]=[CH:48][CH:49]=[CH:50][CH:51]=1)(=[O:39])[CH3:38]. Procedure details: A solution of 0.013 g. of [Rh(COD)Cl]2 (0.026 m moles) and 0.024 g. 1,2-bis(o-anisylphenylphosphino) ethane prepared in Example 1 (0.051 m moles) in 5 ml. of methanol was made with stirring for 15 minutes at 25° C. With careful exclusion of air, 0.5 ml. of this solution was added to a slurry of 1.00 g. of α-acetamidocinnamic acid in 25 ml. of 88% i-propanol at 50° C. and the resulting mass was subjected to 3.5 atm. (abs. pressure) of hydrogen. The hydrogenation reaction was completed in 0.7 hour...